This data is from the Open Reaction Database (ORD), a public repository of structured organic reaction records. The task is: describe an organic reaction: reactants, conditions, products, and yield Starting materials: S1CCCC(CCC1)=O (1-thiacyclooctane-5-one), C1(=CC=CC=C1)NN (phenylhydrazine), solid. Solvent: C(C)(=O)O (acetic acid). The product is C1CSCCCC=2NC=3C=CC=CC3C21 (1,2,4,5,6,7-Hexahydrothiocino[5,4-b]indole). Reaction SMILES: [S:1]1[CH2:8][CH2:7][CH2:6][C:5](=O)[CH2:4][CH2:3][CH2:2]1.[C:10]1([NH:16]N)[CH:15]=[CH:14][CH:13]=[CH:12][CH:11]=1>C(O)(=O)C>[CH2:3]1[C:4]2[C:15]3[CH:14]=[CH:13][CH:12]=[CH:11][C:10]=3[NH:16][C:5]=2[CH2:6][CH2:7][CH2:8][S:1][CH2:2]1. Procedure: A mixture of 7.2g (0.05 mole) of 1-thiacyclooctane-5-one and 6.0g (0.056 mole) of phenylhydrazine in 40 ml of glacial acetic acid is refluxed for three hours under nitrogen. On standing there is deposited 5.2g of a solid, m.p. 106°-107° C. Recrystallization from cyclohexane affords 4.9g (45%) of an analytical sample m.p. 109°-110° C. The reactants are CC(C)C[Al+]CC(C)C, C[N+]1([O-])CCOCC1, Cc1ccccc1, CC#N, CCOC(=O)c1c[nH]c(-c2ccccc2F)c1, [H-], C1CCOC1, O. Product: O=Cc1c[nH]c(-c2ccccc2F)c1. RXN SMILES: [CH2:19]([Al+:20][CH2:21][CH:22]([CH3:23])[CH3:24])[CH:25]([CH3:26])[CH3:27].[CH3:29][N+:30]1([O-:36])[CH2:31][CH2:32][O:33][CH2:34][CH2:35]1.[CH3:42][c:43]1[cH:44][cH:45][cH:46][cH:47][cH:48]1.[CH3:49][C:50]#[N:51].[F:1][c:2]1[c:3](-[c:8]2[cH:9][c:10]([C:13](=[O:14])[O:15][CH2:16][CH3:17])[cH:11][nH:12]2)[cH:4][cH:5][cH:6][cH:7]1.[H-:18].[O:37]1[CH2:38][CH2:39][CH2:40][CH2:41]1.[OH2:28]>>[F:1][c:2]1[c:3](-[c:8]2[cH:9][c:10]([CH:13]=[O:14])[cH:11][nH:12]2)[cH:4][cH:5][cH:6][cH:7]1. Starting materials: COC1=C(CC2NCCC3=CC(=C(C=C23)OC)OC)C=CC(=C1OC)OC (1-(2,3,4-Trimethoxy-benzyl)-6,7-dimethoxy-1,2,3,4-tetrahydroisoquinoline), BrCC(=O)Br (2-bromoacetyl bromide), C1(=CC=CC=C1)CCN (2-phenyl-ethylamine). The product is COC1=C(CC2N(CCC3=CC(=C(C=C23)OC)OC)CC(=O)NCCC2=CC=CC=C2)C=CC(=C1OC)OC (2-[1-(2,3,4-Trimethoxy-benzyl)-6,7-dimethoxy-3,4-dihydro-1H-isoquinolin-2-yl]-N-(2-phenyl-ethyl)-acetamide). RXN SMILES: [CH3:1][O:2][C:3]1[C:23]([O:24][CH3:25])=[C:22]([O:26][CH3:27])[CH:21]=[CH:20][C:4]=1[CH2:5][CH:6]1[C:15]2[C:10](=[CH:11][C:12]([O:18][CH3:19])=[C:13]([O:16][CH3:17])[CH:14]=2)[CH2:9][CH2:8][NH:7]1.Br[CH2:29][C:30](Br)=[O:31].[C:33]1([CH2:39][CH2:40][NH2:41])[CH:38]=[CH:37][CH:36]=[CH:35][CH:34]=1>>[CH3:1][O:2][C:3]1[C:23]([O:24][CH3:25])=[C:22]([O:26][CH3:27])[CH:21]=[CH:20][C:4]=1[CH2:5][CH:6]1[C:15]2[C:10](=[CH:11][C:12]([O:18][CH3:19])=[C:13]([O:16][CH3:17])[CH:14]=2)[CH2:9][CH2:8][N:7]1[CH2:29][C:30]([NH:41][CH2:40][CH2:39][C:33]1[CH:38]=[CH:37][CH:36]=[CH:35][CH:34]=1)=[O:31]. Reported procedure: prepared by reaction of 1-(2,3,4-Trimethoxy-benzyl)-6,7-dimethoxy-1,2,3,4-tetrahydroisoquinoline and 2-bromoacetyl bromide with 2-phenyl-ethylamine